Dataset: the Open Reaction Database (ORD), a public repository of structured organic reaction records. Task: describe an organic reaction: reactants, conditions, products, and yield Starting materials: CS(=O)C=1NC=C(C1[N+](=O)[O-])C1=CC=CC=C1 (2-Methylsulphinyl-3-nitro-4-phenylpyrrole), CC1=C(N=CN1)CSCCN (2-(5-methyl-4-imidazolylmethylthio)ethylamine). Run in C(C)O (ethanol), C(C)O (ethanol). Yields the product CC1=C(N=CN1)CSCCNC=1NC=C(C1[N+](=O)[O-])C1=CC=CC=C1 (2-[2-(5-methyl-4-imidazolylmethylthio)ethyl]amino-3-nitro-4-phenylpyrrole). Yield: 16.1%. RXN SMILES: CS([C:4]1[NH:5][CH:6]=[C:7]([C:12]2[CH:17]=[CH:16][CH:15]=[CH:14][CH:13]=2)[C:8]=1[N+:9]([O-:11])=[O:10])=O.[CH3:18][C:19]1[NH:23][CH:22]=[N:21][C:20]=1[CH2:24][S:25][CH2:26][CH2:27][NH2:28]>C(O)C>[CH3:18][C:19]1[NH:23][CH:22]=[N:21][C:20]=1[CH2:24][S:25][CH2:26][CH2:27][NH:28][C:4]1[NH:5][CH:6]=[C:7]([C:12]2[CH:13]=[CH:14][CH:15]=[CH:16][CH:17]=2)[C:8]=1[N+:9]([O-:11])=[O:10]. Procedure details: 2-Methylsulphinyl-3-nitro-4-phenylpyrrole (2.0 g, 0.008 mol) was partially dissolved in ethanol (150 ml) and a solution of 2-(5-methyl-4-imidazolylmethylthio)ethylamine (1.37 g, 0.008 mol) in a little ethanol was added to it. The mixture was refluxed for seven days, after which the mixture was stripped and chromatographed on a silica gel column, collecting the required product by elution with ethyl acetate. The crude solid was recrystallised from 2-propanol to give 2-[2-(5-methyl-4-imidazolylmet... Reactants: BrC=1SC=CN1 (2-bromo-1,3-thiazole), Pd(Ph3)4, COC1=NC=C(C(=N1)OC)B(O)O ([2,4-bis(methyloxy)-5-pyrimidinyl]boronic acid), aqueous solution, C(=O)(O)[O-].[Na+] (NaHCO3). Solvent: COCCOC (1,2-Dimethoxyethane), O (water). Run at temperature 90 celsius, time 30 minute. Yields the product COC1=NC=C(C(=N1)OC)C=1SC=CN1 (2,4-bis(methyloxy)-5-(1,3-thiazol-2-yl)pyrimidine). Reaction SMILES: Br[C:2]1[S:3][CH:4]=[CH:5][N:6]=1.[CH3:7][O:8][C:9]1[N:14]=[C:13]([O:15][CH3:16])[C:12](B(O)O)=[CH:11][N:10]=1.C([O-])(O)=O.[Na+]>COCCOC.O>[CH3:7][O:8][C:9]1[N:14]=[C:13]([O:15][CH3:16])[C:12]([C:2]2[S:3][CH:4]=[CH:5][N:6]=2)=[CH:11][N:10]=1 |f:2.3|. Procedure: 2-bromo-1,3-thiazole (commercially available from Aldrich, 0.165 ml, 1.829 mmol) was dissolved in degassed 1,2-Dimethoxyethane (DME) (5 ml). Pd(Ph3)4 (106 mg, 0.091 mmol) was added. The reaction mixture was stirred at room temperature for 15 min. [2,4-bis(methyloxy)-5-pyrimidinyl]boronic acid (commercially available from Aldrich, 707 mg, 3.84 mmol) and 5 mL of degassed 1M aqueous solution of NaHCO3 were added to the reaction mixture under N2 atmosphere. After 2 h 30 min stirring at 90° C., the r... The reactants are C(CCC)NC1=NC(=C2N=C(N(C2=N1)CCC1CC(OCC1)(C)C)OC)N (N2-butyl-9-[2-(2,2-dimethyltetrahydro-2H-pyran-4-yl)ethyl]-8-(methyloxy)-9H-purine-2,6-diamine), Cl (HCl), O1CCOCC1 (dioxane). The solvent is CO (methanol). Product: NC1=C2NC(N(C2=NC(=N1)NCCCC)CCC1CC(OCC1)(C)C)=O (6-Amino-2-(butylamino)-9-[2-(2,2-dimethyltetrahydro-2H-pyran-4-yl)ethyl]-7,9-dihydro-8H-purin-8-one). Isolated yield 99.1%. Reaction SMILES: [CH2:1]([NH:5][C:6]1[N:14]=[C:13]2[C:9]([N:10]=[C:11]([O:25]C)[N:12]2[CH2:15][CH2:16][CH:17]2[CH2:22][CH2:21][O:20][C:19]([CH3:24])([CH3:23])[CH2:18]2)=[C:8]([NH2:27])[N:7]=1)[CH2:2][CH2:3][CH3:4].Cl.O1CCOCC1>CO>[NH2:27][C:8]1[N:7]=[C:6]([NH:5][CH2:1][CH2:2][CH2:3][CH3:4])[N:14]=[C:13]2[C:9]=1[NH:10][C:11](=[O:25])[N:12]2[CH2:15][CH2:16][CH:17]1[CH2:22][CH2:21][O:20][C:19]([CH3:24])([CH3:23])[CH2:18]1. Procedure: To a solution of N2-butyl-9-[2-(2,2-dimethyltetrahydro-2H-pyran-4-yl)ethyl]-8-(methyloxy)-9H-purine-2,6-diamine (135 mg, 0.359 mmol) in methanol (10 ml) was added 4M HCl solution in dioxane (2.241 ml, 8.96 mmol) and the mixture was left standing at 20° C. After 6 hours the solvent was evaporated under a stream of nitrogen. The residue was loaded in methanol onto a 10 g aminopropyl SPE cartridge and eluted with methanol. The solvent was removed by evaporation to give the title compound (129 mg). Product: O=[N+]([O-])c1cc(Cl)[n+]([O-])cc1Cl. The reactants are [O-][n+]1cc(Cl)ccc1Cl, O=[N+]([O-])O, O=S(=O)(O)O. As a reaction SMILES: [Cl:5][c:6]1[n+:7]([O-:13])[cH:8][c:9]([Cl:12])[cH:10][cH:11]1.[OH:1][N+:2]([O-:3])=[O:4].[S:14](=[O:15])(=[O:16])([OH:17])[OH:18]>>[O-:1][N+:2](=[O:4])[c:10]1[c:9]([Cl:12])[cH:8][n+:7]([O-:13])[c:6]([Cl:5])[cH:11]1.